Task: describe an organic reaction: reactants, conditions, products, and yield. Dataset: the Open Reaction Database (ORD), a public repository of structured organic reaction records The reactants are ClC1=NOC2=C1C=CC(=C2)OC (3-chloro-6-methoxy-1,2-benzisoxazole), N1=C(C=CC=C1)N1CCNCC1 (1-(2-pyridyl)piperazine). The solvent is CO (methanol). Reaction conditions: temperature 140 celsius. Yields the product COC1=CC2=C(C(=NO2)C2N(CCNC2)C2=NC=CC=C2)C=C1 (6-Methoxy-3-[1-(2-pyridyl)piperazinyl]-1,2-benzisoxazole). Yield: 34.5%. As a reaction SMILES: Cl[C:2]1[C:6]2[CH:7]=[CH:8][C:9]([O:11][CH3:12])=[CH:10][C:5]=2[O:4][N:3]=1.[N:13]1[CH:18]=[CH:17][CH:16]=[CH:15][C:14]=1[N:19]1[CH2:24][CH2:23][NH:22][CH2:21][CH2:20]1>CO>[CH3:12][O:11][C:9]1[CH:8]=[CH:7][C:6]2[C:2]([CH:20]3[CH2:21][NH:22][CH2:23][CH2:24][N:19]3[C:14]3[CH:15]=[CH:16][CH:17]=[CH:18][N:13]=3)=[N:3][O:4][C:5]=2[CH:10]=1. Reported procedure: A sealed tube was charged with 3-chloro-6-methoxy-1,2-benzisoxazole (0.25 g, 1.4 mmol) and 1-(2-pyridyl)piperazine (0.67 g, 4 mmol) and heated to 140° C. overnight. The reaction was cooled to room temperature, diluted with methanol, and concentrated in vacuo. The material was flash chromatographed (silica gel) eluting with CH2Cl2. The material was further purified through recrystallization from 1,2-dichloroethane/pet. ether to afford 0.15 g of the product, m.p.=123-124° C. The reactants are O (water), NC1(C(NC2=CC=C(C=C12)Cl)=O)C1=C(C=CC=C1)Cl (3-amino-5-chloro-3-(2-chlorophenyl)-1,3-dihydroindol-2-one), BrCC1=C(C=C(C(=O)OC)C=C1)OC (methyl 4-bromomethyl-3-methoxybenzoate), [H-].[Na+] (sodium hydride). Solvent: CN(C)C=O (DMF). Run at time 30 minute. The product is NC1(C(N(C2=CC=C(C=C12)Cl)CC1=C(C=C(C(=O)OC)C=C1)OC)=O)C1=C(C=CC=C1)Cl (Methyl 4-[3-amino-5-chloro-3-(2-chlorophenyl)-2,3-dihydro-2-oxoindol-1-yl]methyl-3-methoxybenzoate). RXN SMILES: [NH2:1][C:2]1([C:13]2[CH:18]=[CH:17][CH:16]=[CH:15][C:14]=2[Cl:19])[C:10]2[C:5](=[CH:6][CH:7]=[C:8]([Cl:11])[CH:9]=2)[NH:4][C:3]1=[O:12].[H-].[Na+].Br[CH2:23][C:24]1[CH:33]=[CH:32][C:27]([C:28]([O:30][CH3:31])=[O:29])=[CH:26][C:25]=1[O:34][CH3:35].O>CN(C=O)C>[NH2:1][C:2]1([C:13]2[CH:18]=[CH:17][CH:16]=[CH:15][C:14]=2[Cl:19])[C:10]2[C:5](=[CH:6][CH:7]=[C:8]([Cl:11])[CH:9]=2)[N:4]([CH2:23][C:24]2[CH:33]=[CH:32][C:27]([C:28]([O:30][CH3:31])=[O:29])=[CH:26][C:25]=2[O:34][CH3:35])[C:3]1=[O:12] |f:1.2|. Procedure details: A solution of 1.13 g of 3-amino-5-chloro-3-(2-chlorophenyl)-1,3-dihydroindol-2-one in 7 ml of DMF is cooled to 0° C. under an argon atmosphere and 0.120 g of sodium hydride as an 80% dispersion in oil is added. After stirring for 30 minutes, 1 g of methyl 4-bromomethyl-3-methoxybenzoate is added and the reaction mixture is stirred for 1 hour at 0° C. It is poured into water and the precipitate formed is filtered off, washed with water, taken up with AcOEt, dried over sodium sulfate and evaporate... Starting materials: 85-B, C([O-])([O-])=O.[Cs+].[Cs+] (cesium carbonate), BrCCCl (1-bromo-2-chloroethane), CC1=NN2C(C=C(C=C2)O)=C1C=1SC(=C(N1)C1=CC=CC=C1)C1=NN(C=N1)C1OCCCC1 (2-methyl-3-{4-phenyl-5-[1-(tetrahydro-2H-pyran-2-yl)-1H-1,2,4-triazol-3-yl]-1,3-thiazol-2-yl}pyrazolo[1,5-a]pyridin-5-ol). Product: ClCCOC1=CC=2N(C=C1)N=C(C2C=2SC(=C(N2)C2=CC=CC=C2)C2=NN(C=N2)C2OCCCC2)C (5-(2-chloroethoxy)-2-methyl-3-{4-phenyl-5-[1-(tetrahydro-2H-pyran-2-yl)-1H-1,2,4-triazol-3-yl]-1,3-thiazol-2-yl}pyrazolo[1,5-a]pyridine). Isolated yield 93.6%. Reaction SMILES: Br[CH2:2][CH2:3][Cl:4].[CH3:5][C:6]1[C:15]([C:16]2[S:17][C:18]([C:27]3[N:31]=[CH:30][N:29]([CH:32]4[CH2:37][CH2:36][CH2:35][CH2:34][O:33]4)[N:28]=3)=[C:19]([C:21]3[CH:26]=[CH:25][CH:24]=[CH:23][CH:22]=3)[N:20]=2)=[C:9]2[CH:10]=[C:11]([OH:14])[CH:12]=[CH:13][N:8]2[N:7]=1.C(=O)([O-])[O-].[Cs+].[Cs+]>>[Cl:4][CH2:3][CH2:2][O:14][C:11]1[CH:12]=[CH:13][N:8]2[N:7]=[C:6]([CH3:5])[C:15]([C:16]3[S:17][C:18]([C:27]4[N:31]=[CH:30][N:29]([CH:32]5[CH2:37][CH2:36][CH2:35][CH2:34][O:33]5)[N:28]=4)=[C:19]([C:21]4[CH:22]=[CH:23][CH:24]=[CH:25][CH:26]=4)[N:20]=3)=[C:9]2[CH:10]=1 |f:2.3.4|. Procedure details: The title compound has been prepared according to the similar manner described in 85-B (ii) from 1-bromo-2-chloroethane (163 μL, 1.96 mmol), 2-methyl-3-{4-phenyl-5-[1-(tetrahydro-2H-pyran-2-yl)-1H-1,2,4-triazol-3-yl]-1,3-thiazol-2-yl}pyrazolo[1,5-a]pyridin-5-ol (300 mg, 0.654 mmol) obtained in Example 31-B-(i) and cesium carbonate (639 mg, 1.96 mmol). The crude product has been roughly purified by simple filtration through silica gel pad (5 g) and then washed with diethyl ether (20 mL) to give t... The reactants are Cl.[N+](=O)([O-])C1=CC=C2CCNC(C2=C1)CCC (7-nitro-1-propyl-1,2,3,4-tetrahydroisoquinoline hydrochloride). The reagents and catalysts are [Pd] (Pd-C). Solvent: C(C)O (ethanol). Reaction conditions: time 3 hour. Yields the product Cl.C(CC)C1NCCC2=CC=C(C=C12)N (1-Propyl-1,2,3,4-tetrahydroisoquinolin-7-amine hydrochloride). The yield is 64.0%. As a reaction SMILES: [ClH:1].[N+:2]([C:5]1[CH:14]=[C:13]2[C:8]([CH2:9][CH2:10][NH:11][CH:12]2[CH2:15][CH2:16][CH3:17])=[CH:7][CH:6]=1)([O-])=O>C(O)C.[Pd]>[ClH:1].[CH2:15]([CH:12]1[C:13]2[C:8](=[CH:7][CH:6]=[C:5]([NH2:2])[CH:14]=2)[CH2:9][CH2:10][NH:11]1)[CH2:16][CH3:17] |f:0.1,4.5|. Procedure: To a suspension of 7-nitro-1-propyl-1,2,3,4-tetrahydroisoquinoline hydrochloride (2.51 g, 9.78 mmol) in ethanol (150 ml) was added 10% Pd-C (0.3 g) and the reaction mixture was hydrogenated at 50 psi for 3 h. The solution was filtered and the filtrate was concentrated and absolute ethanol was added to help evaporate any excess water. The resulting solid was triturated with isopropanol (30 ml) to give the title compound (1.42 g , 64%) as an off-white solid, m.p. 192-4° C. The reactants are CN(C)C(CCC=C)C1(CCC1)C1=CC(=C(C=C1)Cl)Cl (N,N-dimethyl-1-[1-(3,4-dichlorophenyl)cyclobutyl]pent-4-enylamine), O (water), S([O-])(O)=O.[Na+] (sodium bisulphite). Reagents/catalysts: [Os](=O)(=O)(=O)=O (osmium tetroxide). Solvent: N1=CC=CC=C1 (pyridine), N1=CC=CC=C1 (pyridine), N1=CC=CC=C1 (pyridine). Yields the product ClC=1C=C(C=CC1Cl)C1(CCC1)C(CCC(CO)O)N(C)C (5-[1-(3,4-dichlorophenyl)cyclobutyl]-5-dimethylaminopentane-1,2-diol). As a reaction SMILES: [CH3:1][N:2]([CH:4]([C:9]1([C:13]2[CH:18]=[CH:17][C:16]([Cl:19])=[C:15]([Cl:20])[CH:14]=2)[CH2:12][CH2:11][CH2:10]1)[CH2:5][CH2:6][CH:7]=[CH2:8])[CH3:3].S(=O)(O)[O-:22].[Na+].[OH2:26]>N1C=CC=CC=1.[Os](=O)(=O)(=O)=O>[Cl:20][C:15]1[CH:14]=[C:13]([C:9]2([CH:4]([N:2]([CH3:3])[CH3:1])[CH2:5][CH2:6][CH:7]([OH:22])[CH2:8][OH:26])[CH2:12][CH2:11][CH2:10]2)[CH:18]=[CH:17][C:16]=1[Cl:19] |f:1.2|. Reported procedure: A solution of osmium tetroxide (2 g) in pyridine (10 ml) was added with stirring to a solution of N,N-dimethyl-1-[1-(3,4-dichlorophenyl)cyclobutyl]pent-4-enylamine (2.43 g) in pyridine (20 ml). The mixture was allowed to stand for one and three quarter hours and was then added to a mixture of pyridine (40 ml) and a solution of sodium bisulphite (3.6 g) in water (60 ml). The resulting aqueous layer was extracted with dichloromethane and the extracts washed, dried and evaporated in vacuo to give a... Reactants: ClC1=NC(=C(C=C1C#N)C1=CC=C(C=C1)Cl)C1=C(C=CC=C1)Cl (2-chloro-6-(2-chlorophenyl)-5-(4-chlorophenyl)pyridine-3-carbonitrile), C(C(C)C)N (isobutylamine). Run in CCOC(=O)C (EtOAc), C1CCOC1 (THF). Run at time 8 hour. Product: ClC1=C(C=CC=C1)C1=C(C=C(C(=N1)NCC(C)C)C#N)C1=CC=C(C=C1)Cl (6-(2-chlorophenyl)-5-(4-chlorophenyl)-2-(isobutylamino)pyridine-3-carbonitrile). Reaction SMILES: Cl[C:2]1[C:7]([C:8]#[N:9])=[CH:6][C:5]([C:10]2[CH:15]=[CH:14][C:13]([Cl:16])=[CH:12][CH:11]=2)=[C:4]([C:17]2[CH:22]=[CH:21][CH:20]=[CH:19][C:18]=2[Cl:23])[N:3]=1.[CH2:24]([NH2:28])[CH:25]([CH3:27])[CH3:26]>C1COCC1.CCOC(C)=O>[Cl:23][C:18]1[CH:19]=[CH:20][CH:21]=[CH:22][C:17]=1[C:4]1[N:3]=[C:2]([NH:28][CH2:24][CH:25]([CH3:27])[CH3:26])[C:7]([C:8]#[N:9])=[CH:6][C:5]=1[C:10]1[CH:11]=[CH:12][C:13]([Cl:16])=[CH:14][CH:15]=1. Reported procedure: To the product of Step C EXAMPLE 26 (300 mg) in THF (3.3 mL) was added isobutylamine (0.83 mL). The reaction stirred at room temperature overnight at which point LC/MS indicated incomplete reaction. The temperature was elevated to 50° C. for 6 hours at which point the reaction was diluted with EtOAc and washed with saturated aqueous NaHCO3 solution. The solution was concentrated and purified via flash chromatography on silica gel with a gradient elution of 0% to 15% EtOAc in hexane affording the... The reactants are IBA-BioTagnology, C([C@H]([C@@H](CS)O)O)S (DTT), C(CN(CC(=O)O)CC(=O)O)N(CC(=O)O)CC(=O)O (EDTA), CC1=C2C=CC=C(C2=C(C3=C1C[C@H]4[C@@H](C(=C(C(=O)[C@]4(C3=O)O)C(=O)N)O)N(C)C)O)O (anhydrotetracycline), C([C@@H]1[C@H]([C@@H]([C@H]([C@H](O1)O[C@]2([C@H]([C@@H]([C@H](O2)CO)O)O)CO)O)O)O)O (Sucrose). Run at time 3 hour. Product: CN(C1=CC=C(C=C1)C1=CC(=CC=C1)C(=O)OCC)C (Ethyl 4′-(dimethylamino)biphenyl-3-carboxylate). Reaction SMILES: CC1C2C[C@@H:13]3[C@:19](O)(C(=O)C=2C(O)=C2C=1C=CC=C2O)[C:17](=O)[C:16](C(N)=O)=[C:15](O)[C@H:14]3[N:27]([CH3:29])[CH3:28].[CH2:32](O)[C@H:33]1[O:38][C@H:37]([O:39][C@:40]2([CH2:49]O)O[C@H](CO)[C@@H](O)[C@@H]2O)[C@H:36](O)[C@@H:35](O)[C@@H:34]1O.[CH2:55](S)[C@@H](O)[C@H](O)CS.C(N(CC(O)=O)CC(O)=O)CN(CC(O)=O)CC(O)=O>>[CH3:28][N:27]([CH3:29])[C:14]1[CH:15]=[CH:16][C:17]([C:32]2[CH:33]=[CH:34][CH:35]=[C:36]([C:37]([O:39][CH2:40][CH3:49])=[O:38])[CH:55]=2)=[CH:19][CH:13]=1. Procedure: For over-expression of ATGL and CGI-58 in E. coli (XL-1) cDNA was cloned into the vector pASK-IBA5+ (IBA-BioTagnology). Cells were transformed and cultured over night at 30° C. Thereafter cells were transferred into a fresh medium and grown until OD600 reached 0.7-0.8. Expression was induced using 0.2 μg/ml anhydrotetracycline. After 3 hours incubation at 37° C. cells where harvested, resuspended in lysis buffer (0.25M Sucrose, 1 mM DTT, 1 mM EDTA) and disrupted by sonication. Lysates were centr...